This data is from the Open Reaction Database (ORD), a public repository of structured organic reaction records. The task is: describe an organic reaction: reactants, conditions, products, and yield The reactants are CC(C)COC(=O)Cl, CN1CCOCC1, C[O-], COCCOC, CO, N, [Na+], C1COCCO1, O=C(O)c1cccc(S)c1. RXN SMILES: [CH2:18]([O:19][C:20]([Cl:21])=[O:22])[CH:23]([CH3:24])[CH3:25].[CH3:11][N:12]1[CH2:13][CH2:14][O:15][CH2:16][CH2:17]1.[CH3:33][O-:34].[CH3:36][O:37][CH2:38][CH2:39][O:40][CH3:41].[CH3:42][OH:43].[NH3:26].[Na+:35].[O:27]1[CH2:28][CH2:29][O:30][CH2:31][CH2:32]1.[SH:1][c:2]1[cH:3][c:4]([C:5](=[O:6])[OH:7])[cH:8][cH:9][cH:10]1>>[SH:1][c:2]1[cH:3][c:4]([C:5](=[O:6])[NH2:12])[cH:8][cH:9][cH:10]1. The product is NC(=O)c1cccc(S)c1. Reactants: ClC=1C=CC(=C(OC2=C(C(=O)O)C=CC=C2)C1)[N+](=O)[O-] (2-(5'-chloro-2-nitrophenoxy)-benzoic acid), S(O)(O)(=O)=O (sulfuric acid), C(Cl)(Cl)Cl (chloroform). Solvent: O (water). Conditions: time 4.5 hour. Yields the product ClC1=CC=C(C=2OC3=CC=CC=C3C(C12)=O)[N+](=O)[O-] (1-chloro-4-nitro-9H-xanthen-9-one), product. As a reaction SMILES: [Cl:1][C:2]1[CH:3]=[CH:4][C:5]([N+:18]([O-:20])=[O:19])=[C:6]([CH:17]=1)[O:7][C:8]1[CH:16]=[CH:15][CH:14]=[CH:13][C:9]=1[C:10]([OH:12])=O.S(=O)(=O)(O)O.C(Cl)(Cl)Cl>O>[Cl:1][C:2]1[C:17]2[C:10](=[O:12])[C:9]3[C:8](=[CH:16][CH:15]=[CH:14][CH:13]=3)[O:7][C:6]=2[C:5]([N+:18]([O-:20])=[O:19])=[CH:4][CH:3]=1. Procedure details: The 1-chloro-4-nitro-9H-xanthen-9-one was prepared as follows: Crude 2-(5'-chloro-2-nitrophenoxy)-benzoic acid (50 g) was added to 200 g of concentrated sulfuric acid. The mixture was held at 75° C. for 4.5 hours, and added to a stirred mixture of 1.5 1 of chloroform and water containing ice as needed to maintain the temperature below 35° C. The chloroform layer was separated, washed with 5% sodium bicarbonate, evaporated to dryness and the residue was crystallized from 200 ml of toluene and 30 ... Starting materials: O.C(C)(=O)[O-].[Cu+2].C(C)(=O)[O-] (Copper (II) acetate monohydrate), C=1C=CC(=CC1)C=2C3=CC=C(N3)C(=C4NC(=C(C5=NC(=C(C=6C=CC2N6)C=7C=CC=CC7)C=C5)C=8C=CC=CC8)C=C4)C=9C=CC=CC9 (Tetraphenylporphyrin), C(Cl)Cl (methylene chloride). The solvent is CO (methanol), C(Cl)(Cl)Cl (chloroform). The product is C1(=CC=CC=C1)C1=C2C=CC(C(=C3C=CC(=C(C=4C=CC(=C(C5=CC=C1N5)C5=CC=CC=C5)N4)C4=CC=CC=C4)N3)C3=CC=CC=C3)=N2.[Cu+2] (Copper (II) Tetraphenylporphyrin). RXN SMILES: [CH:1]1[CH:2]=[CH:3][C:4]([C:7]2[C:8]3[NH:12][C:11]([C:13]([C:43]4[CH:44]=[CH:45][CH:46]=[CH:47][CH:48]=4)=[C:14]4[CH:42]=[CH:41][C:16](=[C:17]([C:35]5[CH:36]=[CH:37][CH:38]=[CH:39][CH:40]=5)[C:18]5[CH:34]=[CH:33][C:20](=[C:21]([C:27]6[CH:28]=[CH:29][CH:30]=[CH:31][CH:32]=6)[C:22]6[CH:23]=[CH:24][C:25]=2[N:26]=6)[N:19]=5)[NH:15]4)=[CH:10][CH:9]=3)=[CH:5][CH:6]=1.O.C([O-])(=O)C.[Cu+2:54].C([O-])(=O)C.C(Cl)Cl>C(Cl)(Cl)Cl.CO>[C:43]1([C:13]2[C:11]3[NH:12][C:8](=[CH:9][CH:10]=3)[C:7]([C:4]3[CH:5]=[CH:6][CH:1]=[CH:2][CH:3]=3)=[C:25]3[N:26]=[C:22]([CH:23]=[CH:24]3)[C:21]([C:27]3[CH:32]=[CH:31][CH:30]=[CH:29][CH:28]=3)=[C:20]3[NH:19][C:18]([CH:34]=[CH:33]3)=[C:17]([C:35]3[CH:36]=[CH:37][CH:38]=[CH:39][CH:40]=3)[C:16]3=[N:15][C:14]=2[CH:42]=[CH:41]3)[CH:48]=[CH:47][CH:46]=[CH:45][CH:44]=1.[Cu+2:54] |f:1.2.3.4,8.9|. Procedure: Tetraphenylporphyrin (II) (16.80 g., 27.3 mmol) is dissolved in 2000 ml of chloroform under reflux. Copper (II) acetate monohydrate (5.45 g., 27.3 mmol) is dissolved in 600 ml of methanol, and added dropwise to the methylene chloride solution in about 15 minutes. After the addition is over, the solution is refluxed for 30 minutes and cooled. The completion of the reaction is checked by UV-VIS spectrophotometry. The product IIa is isolated by evaporation of the solvents. Starting materials: O=C([O-])[O-], CN(C)C=O, ClCn1cc(Cl)cn1, Cl, N#CC(C#N)CCC(F)(F)F, [K+], [K+], O. Product: N#CC(C#N)(CCC(F)(F)F)Cn1cc(Cl)cn1. As a reaction SMILES: [C:21](=[O:22])([O-:23])[O-:24].[CH3:28][N:29]([CH3:30])[CH:31]=[O:32].[Cl:2][c:3]1[cH:4][n:5][n:6]([CH2:8][Cl:9])[cH:7]1.[ClH:1].[F:10][C:11]([CH2:12][CH2:13][CH:14]([C:15]#[N:16])[C:17]#[N:18])([F:19])[F:20].[K+:25].[K+:26].[OH2:27]>>[Cl:2][c:3]1[cH:4][n:5][n:6]([CH2:8][C:14]([CH2:13][CH2:12][C:11]([F:10])([F:19])[F:20])([C:15]#[N:16])[C:17]#[N:18])[cH:7]1. Reactants: C(C)(C)(C)OC(C=CC=1C=NC(=C(C1)CN1CCCCC1)N)=O (3-(6-amino-5-piperidin-1-ylmethyl-pyridin-3-yl)acrylic acid tert-butyl ester), C(Cl)Cl (CH2Cl2), C(=O)(C(F)(F)F)O (TFA). Conditions: time 45 minute. The product is Cl.NC1=C(C=C(C=N1)/C=C/C(=O)O)CN1CCCCC1 ((E)-3-(6-Amino-5-piperidin-1-ylmethyl-pyridin-3-yl)acrylic acid hydrochloride). As a reaction SMILES: C([O:5][C:6](=[O:23])[CH:7]=[CH:8][C:9]1[CH:10]=[N:11][C:12]([NH2:22])=[C:13]([CH2:15][N:16]2[CH2:21][CH2:20][CH2:19][CH2:18][CH2:17]2)[CH:14]=1)(C)(C)C.C(O)(C(F)(F)F)=O.C(Cl)[Cl:32]>>[ClH:32].[NH2:22][C:12]1[N:11]=[CH:10][C:9](/[CH:8]=[CH:7]/[C:6]([OH:23])=[O:5])=[CH:14][C:13]=1[CH2:15][N:16]1[CH2:21][CH2:20][CH2:19][CH2:18][CH2:17]1 |f:3.4|. Procedure details: A suspension of 3-(6-amino-5-piperidin-1-ylmethyl-pyridin-3-yl)acrylic acid tert-butyl ester (250 mg, 0.79 mmol) in CH2Cl2 (3 mL) was treated with TFA (2 mL). After stirring at room temperature under N2 for 45 min, the solution was concentrated. The resulting oil was treated with anhydrous HCl in dioxane (10 mL, 4.0 M) and then sonicated until the oil was converted to a fine off-white solid. After stirring under N2 for 20 min, the solid was isolated by filtration, washed with Et2O, and dried und... The reactants are Cc1cc(-c2ccc(C(F)(F)F)cc2)cc(-c2ccnc(-c3cccc(N)c3)n2)n1, CC(=O)Cl, CCOC(C)=O. Product: CC(=O)Nc1cccc(-c2nccc(-c3cc(-c4ccc(C(F)(F)F)cc4)cc(C)n3)n2)c1. Reaction SMILES: [CH3:1][c:2]1[cH:3][c:4](-[c:21]2[cH:22][cH:23][c:24]([C:27]([F:28])([F:29])[F:30])[cH:25][cH:26]2)[cH:5][c:6](-[c:8]2[n:9][c:10](-[c:14]3[cH:15][c:16]([NH2:20])[cH:17][cH:18][cH:19]3)[n:11][cH:12][cH:13]2)[n:7]1.[CH3:31][C:32]([Cl:33])=[O:34].[CH3:35][CH2:36][O:37][C:38]([CH3:39])=[O:40]>>[CH3:1][c:2]1[cH:3][c:4](-[c:21]2[cH:22][cH:23][c:24]([C:27]([F:28])([F:29])[F:30])[cH:25][cH:26]2)[cH:5][c:6](-[c:8]2[n:9][c:10](-[c:14]3[cH:15][c:16]([NH:20][C:32]([CH3:31])=[O:34])[cH:17][cH:18][cH:19]3)[n:11][cH:12][cH:13]2)[n:7]1.